From a dataset of the Open Reaction Database (ORD), a public repository of structured organic reaction records. describe an organic reaction: reactants, conditions, products, and yield The reactants are C(CC(=O)O)CN (GABA), C(C1=CC=CC=C1)O (benzyl alcohol), O=S(Cl)Cl (SOCl2). The solvent is C(C)OCC (ethyl ether). The product is Cl.C(C1=CC=CC=C1)OC(CCCN)=O (4-Aminobutanoic acid benzyl ester hydrochloride). RXN SMILES: [CH2:1]([CH2:6][NH2:7])[CH2:2][C:3]([OH:5])=[O:4].[CH2:8](O)[C:9]1[CH:14]=[CH:13][CH:12]=[CH:11][CH:10]=1.O=S(Cl)[Cl:18]>C(OCC)C>[ClH:18].[CH2:8]([O:4][C:3](=[O:5])[CH2:2][CH2:1][CH2:6][NH2:7])[C:9]1[CH:14]=[CH:13][CH:12]=[CH:11][CH:10]=1 |f:4.5|. Reported procedure: GABA (4 g, 38.8 mmol) was suspended in 50 ml (0.48 mol) of benzyl alcohol. The reaction mixture was stirred, with cooling on an ice bath, while 20 ml SOCl2 was added dropwise over a 30 minute period. The mixture was slowly brought to the reflux temperature and refluxed for 4 hours. The resultant pink viscous solution was cooled to room temperature. Addition of 50 ml of ethyl ether and refrigeration overnight produced white crystals which were collected by filtration, recrystallized from a mixtur...